From a dataset of the Open Reaction Database (ORD), a public repository of structured organic reaction records. describe an organic reaction: reactants, conditions, products, and yield Starting materials: FC(S(=O)(=O)OC1=C(C(=C(C=C1C(C)=O)Cl)C)C#N)(F)F (6-acetyl-4-chloro-2-cyano-3-methylphenyl trifluoromethanesulfonate), FC=1C=C(C=C(C1)F)B(O)O ((3,5-difluorophenyl)boronic acid), N#N (N2). The reagents and catalysts are C=1C=CC(=CC1)[P](C=2C=CC=CC2)(C=3C=CC=CC3)[Pd]([P](C=4C=CC=CC4)(C=5C=CC=CC5)C=6C=CC=CC6)([P](C=7C=CC=CC7)(C=8C=CC=CC8)C=9C=CC=CC9)[P](C=1C=CC=CC1)(C=1C=CC=CC1)C=1C=CC=CC1 (tetrakis(triphenylphosphine)palladium(0)). The solvent is C1(=CC=CC=C1)C (toluene), C([O-])(O)=O.[Na+] (sodium bicarbonate), O (water). Run at temperature 80 celsius. Product: C(C)(=O)C=1C=C(C(=C(C1C1=CC(=CC(=C1)F)F)C#N)C)Cl (6-Acetyl-4-chloro-3′,5′-difluoro-3-methylbiphenyl-2-carbonitrile). Isolated yield 48.8%. As a reaction SMILES: FC(F)(F)S(O[C:7]1[C:12]([C:13](=[O:15])[CH3:14])=[CH:11][C:10]([Cl:16])=[C:9]([CH3:17])[C:8]=1[C:18]#[N:19])(=O)=O.[F:22][C:23]1[CH:24]=[C:25](B(O)O)[CH:26]=[C:27]([F:29])[CH:28]=1.N#N>C1(C)C=CC=CC=1.C(=O)(O)[O-].[Na+].O.C1C=CC([P]([Pd]([P](C2C=CC=CC=2)(C2C=CC=CC=2)C2C=CC=CC=2)([P](C2C=CC=CC=2)(C2C=CC=CC=2)C2C=CC=CC=2)[P](C2C=CC=CC=2)(C2C=CC=CC=2)C2C=CC=CC=2)(C2C=CC=CC=2)C2C=CC=CC=2)=CC=1>[C:13]([C:12]1[CH:11]=[C:10]([Cl:16])[C:9]([CH3:17])=[C:8]([C:18]#[N:19])[C:7]=1[C:25]1[CH:24]=[C:23]([F:22])[CH:28]=[C:27]([F:29])[CH:26]=1)(=[O:15])[CH3:14] |f:4.5,^1:51,53,72,91|. Procedure: A biphasic solution of 6-acetyl-4-chloro-2-cyano-3-methylphenyl trifluoromethanesulfonate (4.5 g, 13 mmol) and (3,5-difluorophenyl)boronic acid (2.5 g, 16 mmol) in toluene (50 mL) and saturated sodium bicarbonate in water (50 mL) was bubbled with N2 to degas. After tetrakis(triphenylphosphine)palladium(0) (0.61 g, 0.53 mmol) was added, the mixture was bubbled with N2 for 5 min. and then heated at 80° C. for 2 hours. The mixture was cooled to room temperature and diluted with ethyl acetate. The l... Reactants: O (water), C(CC(=O)C)(=O)OCCSC(C)=O (2-acetylthioethyl acetoacetate), [N+](=O)([O-])C=1C=C(C=O)C=CC1 (3-nitrobenzaldehyde), C(C)(=O)[O-].[NH2+]1CCCCC1 (piperidinium acetate). Run in C1=CC=CC=C1 (benzene). The product is [N+](=O)([O-])C=1C=C(C=C(C(=O)OCCSC(C)=O)C(=O)C)C=CC1 (2-acetylthioethyl 2-(3-nitrobenzilidene)acetoacetate). The yield is 85.7%. As a reaction SMILES: [C:1]([O:7][CH2:8][CH2:9][S:10][C:11](=[O:13])[CH3:12])(=[O:6])[CH2:2][C:3]([CH3:5])=[O:4].[N+:14]([C:17]1[CH:18]=[C:19]([CH:22]=[CH:23][CH:24]=1)[CH:20]=O)([O-:16])=[O:15].C([O-])(=O)C.[NH2+]1CCCCC1.O>C1C=CC=CC=1>[N+:14]([C:17]1[CH:18]=[C:19]([CH:22]=[CH:23][CH:24]=1)[CH:20]=[C:2]([C:3]([CH3:5])=[O:4])[C:1]([O:7][CH2:8][CH2:9][S:10][C:11](=[O:13])[CH3:12])=[O:6])([O-:16])=[O:15] |f:2.3|. Procedure: A solution of 7.0 g of 2-acetylthioethyl acetoacetate, 5.14 g of 3-nitrobenzaldehyde and 0.99 g of piperidinium acetate in 100 ml of benzene was heated at reflux under azeotropic dehydration conditions for 2 hours. The reaction mixture was poured into water and extracted with benzene, and the extract was washed with water and dried over anhydrous sodium sulfate. Evaporation of the solvent under reduced pressure gave 9.83 g of 2-acetylthioethyl 2-(3-nitrobenzilidene)acetoacetate. Starting materials: FC1=CC=C(C=C1)C1=C(N=C(O1)C(F)(F)F)C(=O)OCC (ethyl 5-(4-fluorophenyl)-2-(trifluoromethyl)oxazole-4-carboxylate), [Li+].[OH-] (LiOH). Run in C1CCOC1 (THF), O (water). Run at time 1 hour. The product is FC1=CC=C(C=C1)C1=C(N=C(O1)C(F)(F)F)C(=O)O (5-(4-fluorophenyl)-2-(trifluoromethyl)oxazole-4-carboxylic acid). The yield is 12.6%. Reaction SMILES: [F:1][C:2]1[CH:7]=[CH:6][C:5]([C:8]2[O:12][C:11]([C:13]([F:16])([F:15])[F:14])=[N:10][C:9]=2[C:17]([O:19]CC)=[O:18])=[CH:4][CH:3]=1.[Li+].[OH-]>C1COCC1.O>[F:1][C:2]1[CH:3]=[CH:4][C:5]([C:8]2[O:12][C:11]([C:13]([F:16])([F:14])[F:15])=[N:10][C:9]=2[C:17]([OH:19])=[O:18])=[CH:6][CH:7]=1 |f:1.2|. Procedure details: Compound ethyl 5-(4-fluorophenyl)-2-(trifluoromethyl)oxazole-4-carboxylate (150 mg, 0.49 mmol) was dissolved in THF (4.6 mL) and cooled on ice. To this solution is added LiOH (13 mg, 0.31 mmol) in water (1.5 mL) and the mixture was stirred for 1 hr then warmed to room temperature and stirred overnight. The THF was evaporated, and H2O (10 mL) was added and the solution then acidified with 1 N HCl and extracted in EtOAc (3×15 mL). The organic fractions were dried over Na2SO4 and concentrated. The ... Starting materials: [N-]=[N+]=NCC(O)(CNC(=O)c1c(Cl)cccc1Cl)C(F)(F)F, C1CCOC1, O, c1ccc(P(c2ccccc2)c2ccccc2)cc1. Product: NCC(O)(CNC(=O)c1c(Cl)cccc1Cl)C(F)(F)F. RXN SMILES: [N:1](=[N+:2]=[N-:3])[CH2:4][C:5]([CH2:6][NH:7][C:8]([c:9]1[c:10]([Cl:16])[cH:11][cH:12][cH:13][c:14]1[Cl:15])=[O:17])([C:18]([F:19])([F:20])[F:21])[OH:22].[O:43]1[CH2:44][CH2:45][CH2:46][CH2:47]1.[OH2:42].[c:23]1([P:24]([c:25]2[cH:26][cH:27][cH:28][cH:29][cH:30]2)[c:31]2[cH:32][cH:33][cH:34][cH:35][cH:36]2)[cH:37][cH:38][cH:39][cH:40][cH:41]1>>[NH2:1][CH2:4][C:5]([CH2:6][NH:7][C:8]([c:9]1[c:10]([Cl:16])[cH:11][cH:12][cH:13][c:14]1[Cl:15])=[O:17])([C:18]([F:19])([F:20])[F:21])[OH:22]. Starting materials: ice, NC(=S)N (thiourea), CC(C(=O)OCC)C(=O)OCC (diethyl methylmalonate), C[O-].[Na+] (NaOMe). RXN SMILES: [NH2:1][C:2]([NH2:4])=[S:3].[CH3:5][CH:6]([C:12](OCC)=[O:13])[C:7](OCC)=[O:8].C[O-].[Na+]>CCO>[SH:3][C:2]1[N:4]=[C:7]([OH:8])[C:6]([CH3:5])=[C:12]([OH:13])[N:1]=1 |f:2.3|. Conditions: temperature 0 celsius, time 30 minute. Solvent: CCO (EtOH). Yields the product SC1=NC(=C(C(=N1)O)C)O (2-mercapto-5-methylpyrimidine-4,6-diol). Procedure: To an ice-cooled solution of thiourea (1 g, 13.14 mmol) and diethyl methylmalonate (3.4 mL, 19.71 mmol) in EtOH (15 mL), NaOMe (2.68 g, 39.41 mmol) was added portionwise. After stirring at 0° C. for 30 min, the reaction was allowed to reach rt and was stirred for another 3 h at rt. The mixture was quenched with diluted acetic acid and the solid was filtered off to yield 2-mercapto-5-methylpyrimidine-4,6-diol as a white solid which was used in the next step without further purification. LC-MS con... Reactants: S1C(=CC=C1)C1=C2CCC(C2=CC=C1)O (4-(2-thienyl)-1-indanol), C1(=CC=C(C=C1)S(=O)(=O)O)C (p-toluenesulfonic acid). Solvent: C1(=CC=CC=C1)C (toluene). Product: S1C(=CC=C1)C=1C=CC=C2C=CCC12 (7-(2-thienyl)-1H-indene). Isolated yield 96.3%. Reaction SMILES: [S:1]1[CH:5]=[CH:4][CH:3]=[C:2]1[C:6]1[CH:14]=[CH:13][CH:12]=[C:11]2[C:7]=1[CH2:8][CH2:9][CH:10]2O.C1(C)C=CC(S(O)(=O)=O)=CC=1>C1(C)C=CC=CC=1>[S:1]1[CH:5]=[CH:4][CH:3]=[C:2]1[C:6]1[CH:14]=[CH:13][CH:12]=[C:11]2[C:7]=1[CH2:8][CH:9]=[CH:10]2. Reported procedure: A stirred solution of 2.4 g (0.011 mole) of 4-(2-thienyl)-1-indanol and 0.15 g of p-toluenesulfonic acid in 60 mL of toluene was heated under reflux, and the theoretical amount of water by-product was collected in a Dean-Stark trap. The reaction mixture was cooled and washed with two portions of 100 mL each of a 5% aqueous solution of sodium bicarbonate, then with two portions of 50 mL each of water. The organic layer was dried over magnesium sulfate, filtered, and the filtrate concentrated unde... Starting materials: C(C1=CC=CC=C1)OC(=O)N1CCC(CC1)=O (N-benzyloxycarbonyl-4-oxopiperidine), CCCCCC (hexane), C(CCC)[Li] (n-butyl lithium), BrC1=C(C=CC=C1)SC (2-bromothioanisole). Solvent: O1CCCC1 (tetrahydrofuran), O1CCCC1 (tetrahydrofuran), O (water). Reaction conditions: temperature 6 celsius, time 30 minute. The product is C(C1=CC=CC=C1)OC(=O)N1CCC(CC1)(C1=C(C=CC=C1)SC)O (1-Benzyloxycarbonyl-4-hydroxy-4-(2-methylthiophenyl)piperidine). The yield is 15.1%. RXN SMILES: Br[C:2]1[CH:7]=[CH:6][CH:5]=[CH:4][C:3]=1[S:8][CH3:9].CCCCCC.C([Li])CCC.[CH2:21]([O:28][C:29]([N:31]1[CH2:36][CH2:35][C:34](=[O:37])[CH2:33][CH2:32]1)=[O:30])[C:22]1[CH:27]=[CH:26][CH:25]=[CH:24][CH:23]=1>O1CCCC1.O>[CH2:21]([O:28][C:29]([N:31]1[CH2:36][CH2:35][C:34]([OH:37])([C:2]2[CH:7]=[CH:6][CH:5]=[CH:4][C:3]=2[S:8][CH3:9])[CH2:33][CH2:32]1)=[O:30])[C:22]1[CH:27]=[CH:26][CH:25]=[CH:24][CH:23]=1. Reported procedure: A solution of 2-bromothioanisole (1.05 g) in 20 mL of anhydrous tetrahydrofuran was cooled to -78° C. and treated with 2 mL of 2.5M hexane solution of n-butyl lithium. After the addition was complete the reaction mixture was stirred for 30 minutes and then treated with a solution of N-benzyloxycarbonyl-4-oxopiperidine (1.17 g) in 1 mL of tetrahydrofuran. After stirring at -78° C. for 30 minutes the reaction mixture was allowed to warm to 6° C. and treated with 10 mL of water. Upon extracting wit... Reactants: CN(C)CC1(c2ccc(OCCCN3CCSCC3)cc2)CCOCC1, ClCCl, O=C(O)C(F)(F)F, [Na+], [OH-], OO. The product is CN(C)CC1(c2ccc(OCCCN3CCS(=O)CC3)cc2)CCOCC1. Reaction SMILES: [CH3:1][N:2]([CH2:3][C:4]1([c:10]2[cH:11][cH:12][c:13]([O:16][CH2:17][CH2:18][CH2:19][N:20]3[CH2:21][CH2:22][S:23][CH2:24][CH2:25]3)[cH:14][cH:15]2)[CH2:5][CH2:6][O:7][CH2:8][CH2:9]1)[CH3:26].[Cl:38][CH2:39][Cl:40].[F:27][C:28]([F:29])([F:31])[C:32](=[O:30])[OH:33].[Na+:37].[OH-:36].[OH:34][OH:35]>>[CH3:1][N:2]([CH2:3][C:4]1([c:10]2[cH:11][cH:12][c:13]([O:16][CH2:17][CH2:18][CH2:19][N:20]3[CH2:21][CH2:22][S:23](=[O:30])[CH2:24][CH2:25]3)[cH:14][cH:15]2)[CH2:5][CH2:6][O:7][CH2:8][CH2:9]1)[CH3:26]. Starting materials: FC1=CC=C(C=C1)S(=O)(=O)NCCC1=CC=C(N1C)C(=CCCCC(=O)O)C=1C=NC=CC1 (6-(5-(2-(4-fluorobenzenesulphonylamino)ethyl)-N-methyl-pyrrol-2-yl)-6-(3-pyridyl)hex-5-enoic acid), [OH-].[Na+] (sodium hydroxide), [H][H] (hydrogen). The reagents and catalysts are [Pd] (palladium/charcoal). Run in CO (methanol). Yields the product FC1=CC=C(C=C1)S(=O)(=O)NCCC1=CC=C(N1C)C(CCCCC(=O)O)C=1C=NC=CC1 (6-(5-(2-(4-Fluorobenzenesulphonylamino)ethyl)-N-methylpyrrol-2-yl)-6-(3-pyridyl)hexanoic acid). Reaction SMILES: [F:1][C:2]1[CH:7]=[CH:6][C:5]([S:8]([NH:11][CH2:12][CH2:13][C:14]2[N:18]([CH3:19])[C:17]([C:20]([C:28]3[CH:29]=[N:30][CH:31]=[CH:32][CH:33]=3)=[CH:21][CH2:22][CH2:23][CH2:24][C:25]([OH:27])=[O:26])=[CH:16][CH:15]=2)(=[O:10])=[O:9])=[CH:4][CH:3]=1.[OH-].[Na+].[H][H]>CO.[Pd]>[F:1][C:2]1[CH:7]=[CH:6][C:5]([S:8]([NH:11][CH2:12][CH2:13][C:14]2[N:18]([CH3:19])[C:17]([CH:20]([C:28]3[CH:29]=[N:30][CH:31]=[CH:32][CH:33]=3)[CH2:21][CH2:22][CH2:23][CH2:24][C:25]([OH:27])=[O:26])=[CH:16][CH:15]=2)(=[O:10])=[O:9])=[CH:4][CH:3]=1 |f:1.2|. Procedure: A mixture of 2.36 g of 6-(5-(2-(4-fluorobenzenesulphonylamino)ethyl)-N-methyl-pyrrol-2-yl)-6-(3-pyridyl)hex-5-enoic acid, 0.4 g of sodium hydroxide and 1 g of 10% palladium/charcoal in 50 ml of methanol is hydrogenated under 5 bar of hydrogen pressure. Then the catalyst is filtered off, the filtrate is evaporated down, the residue is diluted with water, acidified and extracted with ethylene chloride. The organic extract is evaporated down and the residue recrystallised from ethyl acetate.